From a dataset of the Open Reaction Database (ORD), a public repository of structured organic reaction records. describe an organic reaction: reactants, conditions, products, and yield Starting materials: CCN=C=NCCCN(C)C, CCN(C(C)C)C(C)C, Cl, Cl, Cl, Clc1ccccc1NC1CCNCC1, CN(C)C=O, O, On1nnc2ccccc21, O=C(O)CNC(=O)c1cc(-c2ccccc2)on1. The product is O=C(NCC(=O)N1CCC(Nc2ccccc2Cl)CC1)c1cc(-c2ccccc2)on1. As a reaction SMILES: [CH3:38][CH2:39][N:40]=[C:41]=[N:42][CH2:43][CH2:44][CH2:45][N:46]([CH3:47])[CH3:48].[CH:19]([N:20]([CH2:21][CH3:22])[CH:23]([CH3:24])[CH3:25])([CH3:26])[CH3:27].[ClH:49].[ClH:50].[ClH:51].[NH:52]1[CH2:53][CH2:54][CH:55]([NH:58][c:59]2[c:60]([Cl:65])[cH:61][cH:62][cH:63][cH:64]2)[CH2:56][CH2:57]1.[O:66]=[CH:67][N:68]([CH3:69])[CH3:70].[OH2:71].[OH:28][n:29]1[c:30]2[c:31]([cH:32][cH:33][cH:34][cH:35]2)[n:36][n:37]1.[c:1]1(-[c:7]2[cH:8][c:9]([C:12](=[O:13])[NH:14][CH2:15][C:16](=[O:17])[OH:18])[n:10][o:11]2)[cH:2][cH:3][cH:4][cH:5][cH:6]1>>[c:1]1(-[c:7]2[cH:8][c:9]([C:12](=[O:13])[NH:14][CH2:15][C:16](=[O:18])[N:52]3[CH2:53][CH2:54][CH:55]([NH:58][c:59]4[c:60]([Cl:65])[cH:61][cH:62][cH:63][cH:64]4)[CH2:56][CH2:57]3)[n:10][o:11]2)[cH:2][cH:3][cH:4][cH:5][cH:6]1. Reactants: CC(=O)CCC(=S)Cl, CC(=O)SCC(C)(C)C(=O)Cl, CSC(CS)C(=O)N1CC(=O)CC1C(=O)O. Yields the product CC(=O)SCC(C)(C)C(=O)N1CC(=O)CC1C(=O)O. Reaction SMILES: [C:12]([CH2:13][CH2:14][C:15]([Cl:16])=[S:17])(=[O:18])[CH3:19].[C:1]([CH3:2])(=[O:3])[S:4][CH2:5][C:6]([C:7](=[O:8])[Cl:9])([CH3:10])[CH3:11].[SH:20][CH2:21][CH:22]([S:23][CH3:24])[C:34]([N:25]1[CH:26]([C:27](=[O:28])[OH:29])[CH2:30][C:31](=[O:33])[CH2:32]1)=[O:35]>>[C:1]([CH3:2])(=[O:3])[S:4][CH2:5][C:6]([C:7](=[O:8])[N:25]1[CH:26]([C:27](=[O:28])[OH:29])[CH2:30][C:31](=[O:33])[CH2:32]1)([CH3:10])[CH3:11]. As a reaction SMILES: [CH3:32][CH2:33][OH:34].[ClH:26].[F:1][C:2]([O:3][c:4]1[cH:5][cH:6][c:7]([S:10](=[O:11])(=[O:12])[CH2:13][c:14]2[cH:15][cH:16][c:17]([CH2:20][C:21](=[O:22])[NH2:23])[cH:18][cH:19]2)[cH:8][cH:9]1)([F:24])[F:25].[O:27]1[CH2:28][CH2:29][CH2:30][CH2:31]1>>[ClH:26].[F:1][C:2]([O:3][c:4]1[cH:5][cH:6][c:7]([S:10](=[O:11])(=[O:12])[CH2:13][c:14]2[cH:15][cH:16][c:17]([CH2:20][CH2:21][NH2:23])[cH:18][cH:19]2)[cH:8][cH:9]1)([F:24])[F:25]. The product is Cl, NCCc1ccc(CS(=O)(=O)c2ccc(OC(F)(F)F)cc2)cc1. Reactants: CCO, Cl, NC(=O)Cc1ccc(CS(=O)(=O)c2ccc(OC(F)(F)F)cc2)cc1, C1CCOC1. Reaction conditions: time 24 hour. The solvent is C(Cl)Cl (methylene chloride), C(Cl)Cl (methylenechloride). Reported procedure: A solution of 10 g (0.061 mole) 1-methyl-4-chloroformyl-piperazine in 100 ml dry methylene chloride is added to a solution of 11.2 g (0.061 mole) 3,4,5-trimethoxy-aniline in a 100 ml methylenechloride. After stirring at ambient temperature for 24 hours, the solvent is evaporated off in vacuo; the residue is dissolved in the minimum of ethanol and then the crude hydrochloride precipated by the addition of diethyl ether, and dried. Yields the product CN1CCN(CC1)C(NC1=CC(=C(C(=C1)OC)OC)OC)=O (1-Methyl-4-[N-(3,4,5-trimethoxyphenyl)-carbamoyl]piperazine). The reactants are CN1CCN(CC1)C(=O)Cl (1-methyl-4-chloroformyl-piperazine), COC=1C=C(N)C=C(C1OC)OC (3,4,5-trimethoxy-aniline). As a reaction SMILES: [CH3:1][N:2]1[CH2:7][CH2:6][N:5]([C:8](Cl)=[O:9])[CH2:4][CH2:3]1.[CH3:11][O:12][C:13]1[CH:14]=[C:15]([CH:17]=[C:18]([O:22][CH3:23])[C:19]=1[O:20][CH3:21])[NH2:16]>C(Cl)Cl>[CH3:1][N:2]1[CH2:7][CH2:6][N:5]([C:8](=[O:9])[NH:16][C:15]2[CH:17]=[C:18]([O:22][CH3:23])[C:19]([O:20][CH3:21])=[C:13]([O:12][CH3:11])[CH:14]=2)[CH2:4][CH2:3]1. Starting materials: O=C(OO)c1cccc(Cl)c1, ClCCl, CSCC1=C(c2ccccc2)C(=O)N(C(C)(C)C(=O)Nc2cc(F)ccc2F)CO1. Yields the product CS(=O)CC1=C(c2ccccc2)C(=O)N(C(C)(C)C(=O)Nc2cc(F)ccc2F)CO1. Reaction SMILES: [Cl:1][c:2]1[cH:3][c:4]([C:9](=[O:6])[O:10][OH:11])[cH:5][cH:7][cH:8]1.[Cl:42][CH2:43][Cl:44].[F:12][c:13]1[c:14]([NH:20][C:21]([C:22]([CH3:23])([CH3:24])[N:25]2[CH2:26][O:27][C:28]([CH2:38][S:39][CH3:40])=[C:29]([c:32]3[cH:33][cH:34][cH:35][cH:36][cH:37]3)[C:30]2=[O:31])=[O:41])[cH:15][c:16]([F:19])[cH:17][cH:18]1>>[O:6]=[S:39]([CH2:38][C:28]1=[C:29]([c:32]2[cH:33][cH:34][cH:35][cH:36][cH:37]2)[C:30](=[O:31])[N:25]([C:22]([C:21]([NH:20][c:14]2[c:13]([F:12])[cH:18][cH:17][c:16]([F:19])[cH:15]2)=[O:41])([CH3:23])[CH3:24])[CH2:26][O:27]1)[CH3:40]. The reactants are O1C(NC2=NC=CC=C21)=O (oxazolo[4,5-b]pyridin-2(3H)-one), BrBr (bromine), O (Water). Solvent: CN(C=O)C (N,N-dimethylformamide). The product is BrC=1C=C2C(=NC1)NC(O2)=O (6-BROMO-OXAZOLO[4,5-b]PYRIDIN-2(3H)-ONE). As a reaction SMILES: [O:1]1[C:9]2[C:4](=[N:5][CH:6]=[CH:7][CH:8]=2)[NH:3][C:2]1=[O:10].[Br:11]Br.O>CN(C)C=O>[Br:11][C:7]1[CH:8]=[C:9]2[O:1][C:2](=[O:10])[NH:3][C:4]2=[N:5][CH:6]=1. Procedure details: After dissolving oxazolo[4,5-b]pyridin-2(3H)-one (5 g, 23.25 mmol) in N,N-dimethylformamide (100 ml), bromine (1.28 ml, 25.58 mmol) is slowly added. Stirring is maintained at room temperature for 2 hours. Water (50 ml) is then added to the reaction mixture; the title product is isolated after having been filtered, rinsed with a little water and dried in vacuo. The yield obtained is 90%. ##STR22## The reactants are C(C)NCC (diethylamine), C=C1CC(=O)O1 (diketene). Run in C1=CC=CC=C1 (benzene), C1=CC=CC=C1 (benzene). Reaction conditions: time 1 hour. Yields the product O=C(CC(=O)N(CC)CC)C (3-oxo-N,N-diethylbutyramide). As a reaction SMILES: [CH2:1]([NH:3][CH2:4][CH3:5])[CH3:2].[CH2:6]=[C:7]1[O:11][C:9](=[O:10])[CH2:8]1>C1C=CC=CC=1>[O:11]=[C:7]([CH3:6])[CH2:8][C:9]([N:3]([CH2:4][CH3:5])[CH2:1][CH3:2])=[O:10]. Procedure details: To a solution of diethylamine (35 g, 0.48 mol) in benzene (75 ml), diketene (40.2 g, 0.48 mol) in benzene (100 ml) was added dropwise at 20°~30° C., stirring was continued for 1 hr. under reflux, and evaporated. The residue (75 g) was chromatographed on silica gel (wako Gel C-200) with dichloromethane/ethyl acetate (10:1) as eluent to give the title compound as a yellow viscous oil; yield: 48.4 g.